From a dataset of the Open Reaction Database (ORD), a public repository of structured organic reaction records. describe an organic reaction: reactants, conditions, products, and yield Starting materials: C(C)(=O)O[C@@H]1C(O)O[C@H]([C@H]([C@H]1OC(C)=O)OC(C)=O)C (2,3,4-tri-O-acetyl-L-fucopyranose), [Cl-].[Li+] (lithium chloride), N12CCCCCC2=NCCC1 (1,8-diazabicyclo-[5.4.0]-undec-7-ene), ClC(C#N)(Cl)Cl (trichloroacetonitrile). Run in C(C)#N (acetonitrile). Conditions: time 12 hour. Product: ClC(C(O[C@@H]1[C@@H](OC(C)=O)[C@H](OC(C)=O)[C@H](OC(C)=O)[C@@H](O1)C)=N)(Cl)Cl (O-(2,3,4-tri-O-acetyl-β-L-fucopyranosyl) trichloroacetimidate). The yield is 92.0%. RXN SMILES: [C:1]([O:4][C@H:5]1[C@H:11]([O:12][C:13](=[O:15])[CH3:14])[C@H:10]([O:16][C:17](=[O:19])[CH3:18])[C@H:9]([CH3:20])[O:8][CH:6]1[OH:7])(=[O:3])[CH3:2].[Cl-].[Li+].N12CCCN=C1CCCCC2.[Cl:34][C:35]([Cl:39])([Cl:38])[C:36]#[N:37]>C(#N)C>[Cl:34][C:35]([Cl:39])([Cl:38])[C:36](=[NH:37])[O:7][C@H:6]1[O:8][C@@H:9]([CH3:20])[C@@H:10]([O:16][C:17](=[O:19])[CH3:18])[C@@H:11]([O:12][C:13](=[O:15])[CH3:14])[C@@H:5]1[O:4][C:1](=[O:3])[CH3:2] |f:1.2|. Procedure details: A mixture of 2,3,4-tri-O-acetyl-L-fucopyranose (anomer mixture) (0.50 g, 1.72 mmol), lithium chloride (73 mg, 1.72 mmol), 1,8-diazabicyclo-[5.4.0]-undec-7-ene (0.20 ml, 1.34 mmol) and trichloroacetonitrile (2.0 ml, 20 mmol) in 20 ml of dry acetonitrile is stirred under nitrogen and at room temperature for about 12 h. After chromatographic purification (petroleum ether/diethyl ether 2:5), a mixture of O-(2,3,4-tri-O-acetyl-α-L-fucopyranosyl) trichloroacetimidate (3) and O-(2,3,4-tri-O-acetyl-β-L-... Starting materials: ClC1=CC=CC2=C1N(C(=N2)[C@H]2CN(CCC2)C(=O)OC(C)(C)C)CCCOC ((R)-tert-Butyl 3-(7-chloro-1-(3-methoxypropyl)-1H-benzo[d]imidazol-2-yl)piperidine-1-carboxylate), FC(C(=O)O)(F)F (trifluoroacetic acid), resultant solution. Run in ClCCl (Dichloromethane). Product: ClC1=CC=CC2=C1N(C(=N2)[C@H]2CNCCC2)CCCOC ((R)-7-Chloro-1-(3-methoxypropyl)-2-(piperidin-3-yl)-1H-benzo[d]imidazole). As a reaction SMILES: [Cl:1][C:2]1[C:7]2[N:8]([CH2:24][CH2:25][CH2:26][O:27][CH3:28])[C:9]([C@@H:11]3[CH2:16][CH2:15][CH2:14][N:13](C(OC(C)(C)C)=O)[CH2:12]3)=[N:10][C:6]=2[CH:5]=[CH:4][CH:3]=1.FC(F)(F)C(O)=O>ClCCl>[Cl:1][C:2]1[C:7]2[N:8]([CH2:24][CH2:25][CH2:26][O:27][CH3:28])[C:9]([C@@H:11]3[CH2:16][CH2:15][CH2:14][NH:13][CH2:12]3)=[N:10][C:6]=2[CH:5]=[CH:4][CH:3]=1. Reported procedure: (R)-tert-Butyl 3-(7-chloro-1-(3-methoxypropyl)-1H-benzo[d]imidazol-2-yl)piperidine-1-carboxylate (0.222 mmol, 0.090 g) was added to a 10 mL round-bottomed flask equipped for stirring under nitrogen. Dichloromethane (1 mL) and trifluoroacetic acid (1 mL) were then added and the resultant solution was allowed to stir under nitrogen for 4 hr. The reaction was then concentrated and dried in-vacuo affording (R)-7-Chloro-1-(3-methoxypropyl)-2-(piperidin-3-yl)-1H-benzo[d]imidazole (30E) a brown oil and... Starting materials: BrB(Br)Br, O=C([O-])O, CCCCCCC, ClCCl, COc1ncccc1OC(F)F, [Na+], O. Yields the product Oc1ncccc1OC(F)F. Reaction SMILES: [B:13]([Br:14])([Br:15])[Br:16].[C:18](=[O:19])([OH:20])[O-:21].[CH3:26][CH2:27][CH2:28][CH2:29][CH2:30][CH2:31][CH3:32].[Cl:23][CH2:24][Cl:25].[F:1][CH:2]([O:3][c:4]1[c:5]([O:10][CH3:11])[n:6][cH:7][cH:8][cH:9]1)[F:12].[Na+:22].[OH2:17]>>[F:1][CH:2]([O:3][c:4]1[c:5]([OH:10])[n:6][cH:7][cH:8][cH:9]1)[F:12]. Reactants: OC=1C=C(C=CC1)C(C(CCN1CCOCC1)C)=O (1-(3-hydroxyphenyl)-2-methyl-4-(4-morpholinyl)-1-butanone), N1=CC=CC2=CC=C3C=CC=NC3=C12 (1,10-phenanthroline), C(=O)([O-])[O-].[Cs+].[Cs+] (Cs2CO3), BrC1=CC2=C(C=N1)N=C(N2CC)C=2C(=NON2)N (4-(6-bromo-1-ethyl-1H-imidazo[4,5-c]pyridin-2-yl)-furazan-3-amine), NC1=CC=CC=C1 (aniline). The reagents and catalysts are [Cu]I (CuI). Solvent: COCCOC (DME), CS(=O)C (DMSO), CO (MeOH), C1(=CC=CC=C1)C (toluene). Reaction conditions: temperature 170 celsius. Product: NC=1C(=NON1)C=1N(C2=C(C=NC(=C2)OC=2C=C(C=CC2)C(C(CCN2CCOCC2)C)=O)N1)CC (1-(3-{[2-(4-amino-furazan-3-yl)-1-ethyl-1H-imidazo[4,5-c]pyridin-6-yl]oxy}phenyl)-2-methyl-4-(4-morpholinyl)-1-butanone). The yield is 46.0%. Reaction SMILES: Br[C:2]1[N:7]=[CH:6][C:5]2[N:8]=[C:9]([C:13]3[C:14]([NH2:18])=[N:15][O:16][N:17]=3)[N:10]([CH2:11][CH3:12])[C:4]=2[CH:3]=1.NC1C=CC=CC=1.[OH:26][C:27]1[CH:28]=[C:29]([C:33](=[O:44])[CH:34]([CH3:43])[CH2:35][CH2:36][N:37]2[CH2:42][CH2:41][O:40][CH2:39][CH2:38]2)[CH:30]=[CH:31][CH:32]=1.N1C2C(=CC=C3C=2N=CC=C3)C=CC=1.C([O-])([O-])=O.[Cs+].[Cs+]>C1(C)C=CC=CC=1.COCCOC.CO.[Cu]I.CS(C)=O>[NH2:18][C:14]1[C:13]([C:9]2[N:10]([CH2:11][CH3:12])[C:4]3[CH:3]=[C:2]([O:26][C:27]4[CH:28]=[C:29]([C:33](=[O:44])[CH:34]([CH3:43])[CH2:35][CH2:36][N:37]5[CH2:42][CH2:41][O:40][CH2:39][CH2:38]5)[CH:30]=[CH:31][CH:32]=4)[N:7]=[CH:6][C:5]=3[N:8]=2)=[N:17][O:16][N:15]=1 |f:4.5.6|. Procedure details: Under argon, to a suspension of 4-(6-bromo-1-ethyl-1H-imidazo[4,5-c]pyridin-2-yl)-furazan-3-amine (prepared by the method of Example 8, Steps 3-7, substituting ethylamine for aniline in Step 3) (80 mg, 0.26 mmol) in toluene (4 mL) and DME (4 mL), was added the product of Step 2 (88 mg, 0.31 mmol), CuI (50 mg, 0.26 mmol), 1,10-phenanthroline (94 mg, 0.52 mmol), and Cs2CO3 (170 mg, 0.52 mmol). This mixture was then heated to 170° C. by microwave for 15 min. To the reaction mixture was added DMSO (... Starting materials: C(C)(=O)OCC (ethyl acetate), C(#N)CP(OCC)(OCC)=O (diethyl cyanomethylphosphonate), N1=CC(=CC=C1)C=O (pyridine-3-carbaldehyde), [H-].[Na+] (sodium hydride). Run in O (water), O1CCCC1 (tetrahydrofuran). Product: N1=CC(=CC=C1)C=CC#N (3-(3-pyridyl)acrylonitrile). RXN SMILES: [H-].[Na+].[C:3]([CH2:5]P(=O)(OCC)OCC)#[N:4].[N:14]1[CH:19]=[CH:18][CH:17]=[C:16]([CH:20]=O)[CH:15]=1.C(OCC)(=O)C>O1CCCC1.O>[N:14]1[CH:19]=[CH:18][CH:17]=[C:16]([CH:20]=[CH:5][C:3]#[N:4])[CH:15]=1 |f:0.1|. Reported procedure: To a suspension of sodium hydride (62% oil, 10.87 g) in tetrahydrofuran (200 ml) was added successively diethyl cyanomethylphosphonate (43.25 ml) and pyridine-3-carbaldehyde (24 ml) at 0° C. Then, the reaction mixture was heated to refluxing temperature. After 5 hours the reaction mixture was poured into a mixture of ethyl acetate (1 l) and water (200 ml). The organic layer was separated, washed with brine and dried over magnesium sulfate. Evaporation of the solvent gave a residue, which was chr...